Dataset: the Open Reaction Database (ORD), a public repository of structured organic reaction records. Task: describe an organic reaction: reactants, conditions, products, and yield The reactants are 77.7, C1(CCCC2CCCCC12)N1C(=NC=C1C(=O)OC)S (methyl 1-(decahydro-1-naphthalenyl)-2-mercapto-1H-imidazole-5-carboxylate), [N+](=O)(O)[O-] (nitric acid), N(=O)[O-].[Na+] (sodium nitrite), [OH-].[Na+] (sodium hydroxide). Solvent: O (water). Conditions: time 1.5 hour. The product is 33.9, [N+](=O)(O)[O-].C1(CCCC2CCCCC12)N1C=NC=C1C(=O)OC (methyl 1-(decahydro-1-napthalenyl)-1H-imidazole-5-carboxylate mononitrate). The yield is 39.4%. As a reaction SMILES: [CH:1]1([N:11]2[C:15]([C:16]([O:18][CH3:19])=[O:17])=[CH:14][N:13]=[C:12]2S)[CH:10]2[CH:5]([CH2:6][CH2:7][CH2:8][CH2:9]2)[CH2:4][CH2:3][CH2:2]1.[N+:21]([O-:24])([OH:23])=[O:22].N([O-])=O.[Na+].[OH-].[Na+]>O>[N+:21]([O-:24])([OH:23])=[O:22].[CH:1]1([N:11]2[C:15]([C:16]([O:18][CH3:19])=[O:17])=[CH:14][N:13]=[CH:12]2)[CH:10]2[CH:5]([CH2:6][CH2:7][CH2:8][CH2:9]2)[CH2:4][CH2:3][CH2:2]1 |f:2.3,4.5,7.8|. Procedure details: A mixture of 77.7 parts of methyl 1-(decahydro-1-naphthalenyl)-2-mercapto-1H-imidazole-5-carboxylate, 157 parts of nitric acid, 300 parts of water and 0.2 parts of sodium nitrite was stirred for 1.5 hours at room temperature. The reaction mixture was poured into crushed ice and treated with a sodium hydroxide solution. The product was extracted with dichloromethane. The extract was dried, filtered and evaporated. The residue was converted into the nitrate salt in 1,1'-oxybisethane. The salt was ...